Task: describe an organic reaction: reactants, conditions, products, and yield. Dataset: the Open Reaction Database (ORD), a public repository of structured organic reaction records Reactants: [H-].[Al+3].[Li+].[H-].[H-].[H-] (lithium aluminum hydride), C(C)OC(CC1(CNC(C1)=O)C1=CC=CC=C1)=O ((3-phenyl-5-oxopyrrolidin-3-yl)acetic acid ethyl ester), ClCCl (dichloromethane), C(C)(=O)OCC.CCCCCC (ethyl acetate hexane). Solvent: O1CCCC1 (tetrahydrofuran), O1CCCC1 (tetrahydrofuran), O1CCCC1 (tetrahydrofuran). Run at temperature 5 celsius, time 18 hour. Product: C1(=CC=CC=C1)C1C(NCC1)CCO (3-phenyl-2-(2-hydroxyethyl)pyrrolidine). As a reaction SMILES: C(OC(=O)C[C:6]1([C:12]2[CH:17]=[CH:16][CH:15]=[CH:14][CH:13]=2)[CH2:10][C:9](=O)[NH:8][CH2:7]1)C.[H-].[Al+3].[Li+].[H-].[H-].[H-].[C:25](OCC)(=[O:27])[CH3:26].CCCCCC.ClCCl>O1CCCC1>[C:12]1([CH:6]2[CH2:10][CH2:9][NH:8][CH:7]2[CH2:26][CH2:25][OH:27])[CH:13]=[CH:14][CH:15]=[CH:16][CH:17]=1 |f:1.2.3.4.5.6,7.8|. Procedure details: Combine (3-phenyl-5-oxopyrrolidin-3-yl)acetic acid ethyl ester (301 g, 1.25 mol) and tetrahydrofuran (3.5 L). Cool to about 5° C. Slowly, add portionwise over about 45 minutes a solution of lithium aluminum hydride in tetrahydrofuran (3.9 L, 1 M, 3.9 mol). After the addition is complete heat to 60° C. After 18 hours, cool in an ice-bath. Add water/tetrahydrofuran 1/1 (1.95 L) dropwise at such a rate that the temperature of the reaction mixture does not rise above 20° C. Dilute the reaction mixtu... Reactants: CCn1cc(-c2ccnc3[nH]ccc23)c(-c2ccc(N)cc2)n1, COC(=O)Cl, c1ccncc1. Yields the product CCn1cc(-c2ccnc3[nH]ccc23)c(-c2ccc(NC(=O)OC)cc2)n1. Reaction SMILES: [CH2:1]([CH3:2])[n:3]1[n:4][c:5](-[c:17]2[cH:18][cH:19][c:20]([NH2:21])[cH:22][cH:23]2)[c:6](-[c:8]2[c:9]3[c:10]([n:11][cH:12][cH:13]2)[nH:14][cH:15][cH:16]3)[cH:7]1.[Cl:24][C:25](=[O:26])[O:27][CH3:28].[cH:29]1[cH:30][cH:31][n:32][cH:33][cH:34]1>>[CH2:1]([CH3:2])[n:3]1[n:4][c:5](-[c:17]2[cH:18][cH:19][c:20]([NH:21][C:25](=[O:26])[O:27][CH3:28])[cH:22][cH:23]2)[c:6](-[c:8]2[c:9]3[c:10]([n:11][cH:12][cH:13]2)[nH:14][cH:15][cH:16]3)[cH:7]1. Reactants: FC(COCCCCCCN1C(O[C@@H](C1)C1=CC2=C(OC(OC2)(C)C)C=C1)=O)(C1=CC=CC=C1)F ((R)-3-[6-(2,2-Difluoro-2-phenylethoxy)hexyl]-5-(2,2-dimethyl-4H-1,3-benzodioxin-6-yl)-1,3-oxazolidin-2-one), C[Si]([O-])(C)C.[K+] (potassium trimethylsilanolate), [Cl-].[NH4+] (ammonium chloride). Solvent: O1CCCC1 (tetrahydrofuran). Reaction conditions: temperature 70 celsius, time 2 hour. Yields the product FC(COCCCCCCNC[C@H](O)C1=CC2=C(OC(OC2)(C)C)C=C1)(C1=CC=CC=C1)F ((1R)-2-{[6-(2,2-Difluoro-2-phenylethoxy)hexyl]amino}-1-(2,2-dimethyl-4H-1,3-benzodioxin-6-yl)ethanol). RXN SMILES: [F:1][C:2]([F:35])([C:29]1[CH:34]=[CH:33][CH:32]=[CH:31][CH:30]=1)[CH2:3][O:4][CH2:5][CH2:6][CH2:7][CH2:8][CH2:9][CH2:10][N:11]1[CH2:15][C@@H:14]([C:16]2[CH:27]=[CH:26][C:19]3[O:20][C:21]([CH3:25])([CH3:24])[O:22][CH2:23][C:18]=3[CH:17]=2)[O:13]C1=O.C[Si](C)(C)[O-].[K+].[Cl-].[NH4+]>O1CCCC1>[F:35][C:2]([F:1])([C:29]1[CH:34]=[CH:33][CH:32]=[CH:31][CH:30]=1)[CH2:3][O:4][CH2:5][CH2:6][CH2:7][CH2:8][CH2:9][CH2:10][NH:11][CH2:15][C@@H:14]([C:16]1[CH:27]=[CH:26][C:19]2[O:20][C:21]([CH3:25])([CH3:24])[O:22][CH2:23][C:18]=2[CH:17]=1)[OH:13] |f:1.2,3.4|. Reported procedure: To a solution of Intermediate 35 (1.5 g, 3.0 mmol) in tetrahydrofuran (60 mL) was added potassium trimethylsilanolate (1.54 g, 12 mmol). The mixture was stirred at 70° C. under inert atmosphere for 2 hours. To the cooled reaction mixture was added saturated solution of ammonium chloride (60 mL). The suspension was extracted with methylene chloride (2×30 mL). The organic layer was washed with water (2×25 mL) and brine (25 mL), dried (Na2SO4) and the solvent removed under reduced pressure. The res... Reactants: COC1=C(COCCCOC2=CC=C(C=C2)C2C(CN(CC2)C(=O)OC(C)(C)C)OCCOC2=C(C=CC=C2)CCOS(=O)(=O)C2=CC=C(C=C2)C)C=CC=C1 (tert-butyl 4-{4-[3-(2-methoxybenzyloxy)propoxy]phenyl}-3-(2-{2-[2-(toluene-4-sulphonyloxy)ethyl]phenoxy}ethoxy)piperidine-1-carboxylate), C[S-].[Na+] (sodium methanethiolate), CN(C=O)C (N,N-dimethylformamide). Solvent: COC(C)(C)C (tert-butyl methyl ether). Yields the product COC1=C(COCCCOC2=CC=C(C=C2)C2C(CN(CC2)C(=O)OC(C)(C)C)OCCOC2=C(C=CC=C2)CCCSC)C=CC=C1 (tert-Butyl 4-{4-[3-(2-methoxybenzyloxy)propoxy]phenyl}-3-[2-{2-(3-methylsulphanylpropyl)phenoxy]ethoxy}piperidine-1-carboxylate). As a reaction SMILES: [CH3:1][O:2][C:3]1[CH:56]=[CH:55][CH:54]=[CH:53][C:4]=1[CH2:5][O:6][CH2:7][CH2:8][CH2:9][O:10][C:11]1[CH:16]=[CH:15][C:14]([CH:17]2[CH2:22][CH2:21][N:20]([C:23]([O:25][C:26]([CH3:29])([CH3:28])[CH3:27])=[O:24])[CH2:19][CH:18]2[O:30][CH2:31][CH2:32][O:33][C:34]2[CH:39]=[CH:38][CH:37]=[CH:36][C:35]=2[CH2:40][CH2:41]OS(C2C=CC(C)=CC=2)(=O)=O)=[CH:13][CH:12]=1.[CH3:57][S-:58].[Na+].[CH3:60]N(C)C=O>COC(C)(C)C>[CH3:1][O:2][C:3]1[CH:56]=[CH:55][CH:54]=[CH:53][C:4]=1[CH2:5][O:6][CH2:7][CH2:8][CH2:9][O:10][C:11]1[CH:12]=[CH:13][C:14]([CH:17]2[CH2:22][CH2:21][N:20]([C:23]([O:25][C:26]([CH3:27])([CH3:28])[CH3:29])=[O:24])[CH2:19][CH:18]2[O:30][CH2:31][CH2:32][O:33][C:34]2[CH:39]=[CH:38][CH:37]=[CH:36][C:35]=2[CH2:40][CH2:41][CH2:57][S:58][CH3:60])=[CH:15][CH:16]=1 |f:1.2|. Reported procedure: A solution of 0.50 g of tert-butyl 4-{4-[3-(2-methoxybenzyloxy)propoxy]phenyl}-3-(2-{2-[2-(toluene-4-sulphonyloxy)ethyl]phenoxy}ethoxy)piperidine-1-carboxylate (Example 26b) and 0.55 g of sodium methanethiolate in 5 ml of N,N-dimethylformamide is stirred at 90° C. over 1 hour. The reaction mixture is cooled to room temperature, diluted with tert-butyl methyl ether, washed with saturated aqueous sodium bicarbonate solution, dried with sodium sulphate and concentrated by evaporation. The crude tit... The reactants are C1CCOC1, CN(C)CC#Cc1cc2c(cc1Cl)NC(=O)Cc1cnc(N)nc1-2, O. Product: CN(C)CCCc1cc2c(cc1Cl)NC(=O)Cc1cnc(N)nc1-2. Reaction SMILES: [CH2:26]1[O:27][CH2:28][CH2:29][CH2:30]1.[NH2:1][c:2]1[n:3][cH:4][c:5]2[c:11]([n:12]1)-[c:10]1[c:9]([cH:16][c:15]([Cl:17])[c:14]([C:18]#[C:19][CH2:20][N:21]([CH3:22])[CH3:23])[cH:13]1)[NH:8][C:7](=[O:24])[CH2:6]2.[OH2:25]>>[NH2:1][c:2]1[n:3][cH:4][c:5]2[c:11]([n:12]1)-[c:10]1[c:9]([cH:16][c:15]([Cl:17])[c:14]([CH2:18][CH2:19][CH2:20][N:21]([CH3:22])[CH3:23])[cH:13]1)[NH:8][C:7](=[O:24])[CH2:6]2.